This data is from the Open Reaction Database (ORD), a public repository of structured organic reaction records. The task is: describe an organic reaction: reactants, conditions, products, and yield The reactants are C(C)(C)N1C(NCC=2C1=NC(=NC2)S(=O)C)=O (1-isopropyl-7-methanesulfinyl-3,4-dihydro-pyrimido[4,5-d]pyrimidin-2(1H)-one), NC1=CC=C(C=C1)N1CCC(CC1)O (1-(4-aminophenyl)-4-hydroxypiperidine), FC(C(=O)O)(F)F (trifluoroacetic acid). Solvent: C(C)#N (acetonitrile). The product is OC1CCN(CC1)C1=CC=C(C=C1)NC1=NC=C2C(=N1)N(C(NC2)=O)C(C)C (7-[4-(4-Hydroxypiperidin-1-yl)phenylamino]-1-isopropyl-3,4-dihydro-pyrimido[4,5-d]pyrimidin-2(1H)-one). Isolated yield 14.9%. As a reaction SMILES: [CH:1]([N:4]1[C:9]2=[N:10][C:11](S(C)=O)=[N:12][CH:13]=[C:8]2[CH2:7][NH:6][C:5]1=[O:17])([CH3:3])[CH3:2].[NH2:18][C:19]1[CH:24]=[CH:23][C:22]([N:25]2[CH2:30][CH2:29][CH:28]([OH:31])[CH2:27][CH2:26]2)=[CH:21][CH:20]=1.FC(F)(F)C(O)=O>C(#N)C>[OH:31][CH:28]1[CH2:29][CH2:30][N:25]([C:22]2[CH:23]=[CH:24][C:19]([NH:18][C:11]3[N:10]=[C:9]4[N:4]([CH:1]([CH3:3])[CH3:2])[C:5](=[O:17])[NH:6][CH2:7][C:8]4=[CH:13][N:12]=3)=[CH:20][CH:21]=2)[CH2:26][CH2:27]1. Procedure: Prepared from 200 mg (0.79 mmol) of 1-isopropyl-7-methanesulfinyl-3,4-dihydro-pyrimido[4,5-d]pyrimidin-2(1H)-one, 302 mg (1.57 mmol) of 1-(4-aminophenyl)-4-hydroxypiperidine and 182 μL (2.36 mmol) of trifluoroacetic acid in 3.2 mL of acetonitrile. After the workup, the crude residue is triturated in ethyl acetate/dichloromethane and filtered. The filtrate is concentrated further to produce a second crop of crystals. The two are combined and dried to give 45 mg (13%) of the title compound: mp>120... Starting materials: [Si](C)(C)(C(C)(C)C)OCC1NC(C=2N(C1)N=C(C2C(=O)OCC)I)=O (Ethyl 6-(((tert-butyldimethylsilyl)oxy)methyl)-2-iodo-4-oxo-4,5,6,7-tetrahydropyrazolo[1,5-a]pyrazine-3-carboxylate), C(C)O (ethanol). The solvent is C1CCOC1 (THF). Conditions: temperature 40 celsius, time 1 hour. The product is [Si](C)(C)(C(C)(C)C)OCC1NCC=2N(C1)N=C(C2C(=O)OCC)I (Ethyl 6-(((tert-butyldimethylsilyl)oxy)methyl)-2-iodo-4,5,6,7-tetrahydropyrazolo[1,5-a]pyrazine-3-carboxylate). Yield: 105.6%. As a reaction SMILES: [Si:1]([O:8][CH2:9][CH:10]1[CH2:15][N:14]2[N:16]=[C:17]([I:24])[C:18]([C:19]([O:21][CH2:22][CH3:23])=[O:20])=[C:13]2[C:12](=O)[NH:11]1)([C:4]([CH3:7])([CH3:6])[CH3:5])([CH3:3])[CH3:2].C(O)C>C1COCC1>[Si:1]([O:8][CH2:9][CH:10]1[CH2:15][N:14]2[N:16]=[C:17]([I:24])[C:18]([C:19]([O:21][CH2:22][CH3:23])=[O:20])=[C:13]2[CH2:12][NH:11]1)([C:4]([CH3:7])([CH3:6])[CH3:5])([CH3:2])[CH3:3]. Reported procedure: To a solution of Intermediate 351C (1.2 g, 2.503 mmol) in THF (120 ml) was added neat borane dimethylsulfide complex (0.713 mL, 7.51 mmol) dropwise and the resulting solution was heated at 40° C. for 36 h. The reaction mixture was cooled to room temperature and ethanol (10 mL) was added dropwise. The reaction mixture was stirred at 70° C. for 1 h and concentrated to afford Intermediate 351D as a white semi-solid (1.23 g, 95%), which was taken to the next step without further purification. MS(ES)... Starting materials: [AlH4-], O=C1Oc2ccccc2C2CN(Cc3ccccc3)CC12, [Li+], C1CCOC1. The product is OCC1CN(Cc2ccccc2)CC1c1ccccc1O. As a reaction SMILES: [AlH4-:2].[CH2:3]([c:4]1[cH:5][cH:6][cH:7][cH:8][cH:9]1)[N:10]1[CH2:11][CH:12]2[CH:13]([CH2:14]1)[c:15]1[cH:16][cH:17][cH:18][cH:19][c:20]1[O:21][C:22]2=[O:23].[Li+:1].[O:24]1[CH2:25][CH2:26][CH2:27][CH2:28]1>>[CH2:3]([c:4]1[cH:5][cH:6][cH:7][cH:8][cH:9]1)[N:10]1[CH2:11][CH:12]([CH2:22][OH:23])[CH:13]([c:15]2[cH:16][cH:17][cH:18][cH:19][c:20]2[OH:21])[CH2:14]1. Starting materials: O=C1CCC(=O)N1Br, O=C(O)c1cccc([N+](=O)[O-])c1, O, O=C(O)C(F)(F)F, O=S(=O)(O)O. Product: O=C(O)c1cc(Br)cc([N+](=O)[O-])c1. RXN SMILES: [Br:13][N:14]1[C:15](=[O:16])[CH2:17][CH2:18][C:19]1=[O:20].[N+:1](=[O:2])([O-:3])[c:4]1[cH:5][c:6]([C:7](=[O:8])[OH:9])[cH:10][cH:11][cH:12]1.[OH2:21].[OH:22][C:23]([C:24]([F:25])([F:26])[F:27])=[O:28].[S:29](=[O:30])(=[O:31])([OH:32])[OH:33]>>[N+:1](=[O:2])([O-:3])[c:4]1[cH:5][c:6]([C:7](=[O:8])[OH:9])[cH:10][c:11]([Br:13])[cH:12]1. Starting materials: NCCCCOC1=C(C=CC(=C1)C)N(C(C1=CC(=C(C=C1)NC(=O)C1=CC=CC=2NC(=NC21)C)OC)=O)C (N-[2-(4-aminobut-1-yloxy)-4-methylphenyl]-3-methoxy-N-methyl-4-(2-methyl-1H-benzimidazol-4-yl)carbonylaminobenzamide), C(C)(=O)OC(C)=O (acetic anhydride). The solvent is ClCCl (dichloromethane). Conditions: time 1 hour. The product is C(C)(=O)NCCCCOC1=C(C=CC(=C1)C)N(C(C1=CC(=C(C=C1)NC(=O)C1=CC=CC=2NC(=NC21)C)OC)=O)C (N-[2-(4-acetylaminobut-1-yloxy)-4-methylphenyl]-3-methoxy-N-methyl-4-(2-methyl-1H-benzimidazol-4-yl)carbonylaminobenzamide). Isolated yield 67.0%. RXN SMILES: [NH2:1][CH2:2][CH2:3][CH2:4][CH2:5][O:6][C:7]1[CH:12]=[C:11]([CH3:13])[CH:10]=[CH:9][C:8]=1[N:14]([CH3:38])[C:15](=[O:37])[C:16]1[CH:21]=[CH:20][C:19]([NH:22][C:23]([C:25]2[C:33]3[N:32]=[C:31]([CH3:34])[NH:30][C:29]=3[CH:28]=[CH:27][CH:26]=2)=[O:24])=[C:18]([O:35][CH3:36])[CH:17]=1.[C:39](OC(=O)C)(=[O:41])[CH3:40]>ClCCl>[C:39]([NH:1][CH2:2][CH2:3][CH2:4][CH2:5][O:6][C:7]1[CH:12]=[C:11]([CH3:13])[CH:10]=[CH:9][C:8]=1[N:14]([CH3:38])[C:15](=[O:37])[C:16]1[CH:21]=[CH:20][C:19]([NH:22][C:23]([C:25]2[C:33]3[N:32]=[C:31]([CH3:34])[NH:30][C:29]=3[CH:28]=[CH:27][CH:26]=2)=[O:24])=[C:18]([O:35][CH3:36])[CH:17]=1)(=[O:41])[CH3:40]. Reported procedure: To a solution of N-[2-(4-aminobut-1-yloxy)-4-methylphenyl]-3-methoxy-N-methyl-4-(2-methyl-1H-benzimidazol-4-yl)carbonylaminobenzamide (120 mg) in dichloromethane (10 ml) was added acetic anhydride (23.8 mg) and the mixture was stirred at ambient temperature for 1 hour. The solution was washed with water and brine and dried over magnesium sulfate and the solvent was evaporated in vacuo. The residue was purified by silica gel column (2% methanol in chloroform) and the product was solidified with d... The reactants are CC(C)(C)C(=O)c1ncn2ccsc12, CCCC[Sn](Cl)(CCCC)CCCC, C1CCOC1, [Li]CCCC, CCCCCC, CCOC(C)=O, [Cl-], [NH4+]. Yields the product CCCC[Sn](CCCC)(CCCC)c1cn2cnc(C(=O)C(C)(C)C)c2s1. As a reaction SMILES: [C:12]([C:13]([CH3:14])([CH3:15])[CH3:16])(=[O:17])[c:18]1[n:19][cH:20][n:21]2[c:22]1[s:23][cH:24][cH:25]2.[CH2:26]([CH2:27][CH2:28][CH3:29])[Sn:30]([CH2:31][CH2:32][CH2:33][CH3:34])([CH2:35][CH2:36][CH2:37][CH3:38])[Cl:39].[CH2:42]1[O:43][CH2:44][CH2:45][CH2:46]1.[CH2:7]([Li:8])[CH2:9][CH2:10][CH3:11].[CH3:1][CH2:2][CH2:3][CH2:4][CH2:5][CH3:6].[CH3:47][CH2:48][O:49][C:50](=[O:51])[CH3:52].[Cl-:40].[NH4+:41]>>[C:12]([C:13]([CH3:14])([CH3:15])[CH3:16])(=[O:17])[c:18]1[n:19][cH:20][n:21]2[c:22]1[s:23][c:24]([Sn:30]([CH2:26][CH2:27][CH2:28][CH3:29])([CH2:31][CH2:32][CH2:33][CH3:34])[CH2:35][CH2:36][CH2:37][CH3:38])[cH:25]2. Reactants: CC1(C)C(C=C2CCOC2=O)C1C(=O)O, CCOC(C)=O, COC(=NC(C)C)NC(C)C. Product: COC(=O)C1C(C=C2CCOC2=O)C1(C)C. RXN SMILES: [CH3:1][C:2]1([CH3:15])[CH:3]([C:12](=[O:13])[OH:14])[CH:4]1[CH:5]=[C:6]1[C:7](=[O:11])[O:8][CH2:9][CH2:10]1.[CH3:27][CH2:28][O:29][C:30](=[O:31])[CH3:32].[CH:16]([NH:17][C:18](=[N:19][CH:20]([CH3:21])[CH3:22])[O:23][CH3:24])([CH3:25])[CH3:26]>>[CH3:1][C:2]1([CH3:15])[CH:3]([C:12](=[O:13])[O:14][CH3:16])[CH:4]1[CH:5]=[C:6]1[C:7](=[O:11])[O:8][CH2:9][CH2:10]1.